This data is from the Open Reaction Database (ORD), a public repository of structured organic reaction records. The task is: describe an organic reaction: reactants, conditions, products, and yield The reactants are Cl[Si](C)(C)C (chlorotrimethylsilane), CC(CC)O (2-butanol), CN1C=NC=C1 (1-methylimidazole). Reaction conditions: temperature 0 celsius. The product is C[Si](OC(C)CC)(C)C (2-trimethylsilyloxybutane). The yield is 86.1%. Reaction SMILES: Cl[Si:2]([CH3:5])([CH3:4])[CH3:3].[CH3:6][CH:7]([OH:10])[CH2:8][CH3:9].CN1C=CN=C1>>[CH3:3][Si:2]([CH3:5])([CH3:4])[O:10][CH:7]([CH2:8][CH3:9])[CH3:6]. Procedure details: 8.06 g (74.2 mmol) of chlorotrimethylsilane were added dropwise to a solution of 5.00 g (67.5 mmol) of 2-butanol and 6.10 g (74.2 mmol) of 1-methylimidazole while stirring at 0° C. The reaction mixture was stirred for another 30 minutes at 0° C. and for 5 minutes at 80° C., resulting in the formation of a liquid two-phase mixture. The upper phase was separated off to give 8.50 g (theory: 9.88 g) of 2-trimethylsilyloxybutane as a colorless, slightly turbid oil having a purity of 96% (GC). Reactants: ClCCl (dichloromethane), ClC1=C2N(C(C(=C1)NC1=CC(=NC=N1)NC(=O)C1CC1)=O)C(NC2=O)(C)C2=CC(=CC=C2)F (N-[6-[[8-chloro-3-(3-fluorophenyl)-3-methyl-1,5-dioxo-2H-imidazo[1,5-a]pyridin-6-yl]amino]pyrimidin-4-yl]cyclopropanecarboxamide), O1CCC(=CC1)B1OC(C(O1)(C)C)(C)C (2-(3,6-dihydro-2H-pyran-4-yl)-4,4,5,5-tetramethyl-1,3,2-dioxaborolane), C([O-])([O-])=O.[Na+].[Na+] (Sodium carbonate). The reagents and catalysts are C1=CC=C(C=C1)P([C-]2C=CC=C2)C3=CC=CC=C3.C1=CC=C(C=C1)P([C-]2C=CC=C2)C3=CC=CC=C3.Cl[Pd]Cl.[Fe+2] ([1,1′-bis(diphenylphosphino)ferrocene]dichloropalladium(II)). The solvent is O (water), O (Water), O1CCOCC1 (1,4-dioxane). Reaction conditions: temperature 110 celsius. The product is O1CCC(=CC1)C1=C2N(C(C(=C1)NC1=NC=NC=C1)=O)C1(NC2=O)CCCCC1 (8′-(3,6-dihydro-2H-pyran-4-yl)-6′-(pyrimidin-4-ylamino)-2′H-spiro[cyclohexane-1,3′-imidazo[1,5-a]pyridine]-1′,5′-dione). RXN SMILES: Cl[C:2]1[CH:7]=[C:6]([NH:8][C:9]2[N:14]=[CH:13][N:12]=[C:11](NC(C3CC3)=O)[CH:10]=2)[C:5](=[O:21])[N:4]2[C:22]([C:27]3[CH:32]=[CH:31][CH:30]=C(F)C=3)([CH3:26])[NH:23][C:24](=[O:25])[C:3]=12.[O:34]1[CH2:39][CH:38]=[C:37](B2OC(C)(C)C(C)(C)O2)[CH2:36][CH2:35]1.C(=O)([O-])[O-].[Na+].[Na+].ClCCl>O1CCOCC1.C1C=CC(P(C2C=CC=CC=2)[C-]2C=CC=C2)=CC=1.C1C=CC(P(C2C=CC=CC=2)[C-]2C=CC=C2)=CC=1.Cl[Pd]Cl.[Fe+2].O>[O:34]1[CH2:35][CH:36]=[C:37]([C:2]2[CH:7]=[C:6]([NH:8][C:9]3[CH:10]=[CH:11][N:12]=[CH:13][N:14]=3)[C:5](=[O:21])[N:4]3[C:22]4([CH2:26][CH2:30][CH2:31][CH2:32][CH2:27]4)[NH:23][C:24](=[O:25])[C:3]=23)[CH2:38][CH2:39]1 |f:2.3.4,7.8.9.10|. Reported procedure: A vial was charged with 8′-chloro-6′-(pyrimidin-4-ylamino)-2′H-spiro[cyclohexane-1,3′-imidazo[1,5-a]pyridine]-1′,5′-dione (1, 0.50 g, 1.44 mmol) and 2-(3,6-dihydro-2H-pyran-4-yl)-4,4,5,5-tetramethyl-1,3,2-dioxaborolane (2, 0.36 g, 1.73 mmol) in 1,4-dioxane (10 mL). Sodium carbonate (0.46 g, 4.33 mmol) was added followed by water (1.44 mL) and purged the mixture with argon for 10 min. [1,1′-bis(diphenylphosphino)ferrocene]dichloropalladium(II), complex with dichloromethane (0.11 g, 0.144 mmol) wa...